This data is from the Open Reaction Database (ORD), a public repository of structured organic reaction records. The task is: describe an organic reaction: reactants, conditions, products, and yield Reactants: C1(=CC=CC=C1)S(=O)(=O)C1=CC=C(S1)S(=O)(=O)Cl (5-benzenesulfonyl-thiophene-2-sulfonyl chloride), NC=1C=C(C=CC1)C1=NN=NN1 (5-(3-aminophenyl)tetrazole). The product is C1(=CC=CC=C1)S(=O)(=O)C1=CC=C(S1)S(=O)(=O)NC1=CC(=CC=C1)C1=NN=NN1 (5-(Phenylsulfonyl)-N-[3-(1H-tetrazol-5-yl)phenyl]thiophene-2-sulfonamide). Isolated yield 40.0%. RXN SMILES: [C:1]1([S:7]([C:10]2[S:14][C:13]([S:15](Cl)(=[O:17])=[O:16])=[CH:12][CH:11]=2)(=[O:9])=[O:8])[CH:6]=[CH:5][CH:4]=[CH:3][CH:2]=1.[NH2:19][C:20]1[CH:21]=[C:22]([C:26]2[NH:30][N:29]=[N:28][N:27]=2)[CH:23]=[CH:24][CH:25]=1>>[C:1]1([S:7]([C:10]2[S:14][C:13]([S:15]([NH:19][C:20]3[CH:25]=[CH:24][CH:23]=[C:22]([C:26]4[NH:30][N:29]=[N:28][N:27]=4)[CH:21]=3)(=[O:17])=[O:16])=[CH:12][CH:11]=2)(=[O:9])=[O:8])[CH:6]=[CH:5][CH:4]=[CH:3][CH:2]=1. Reported procedure: The product was prepared according to General Procedure 1, described in Example 1, with 5-benzenesulfonyl-thiophene-2-sulfonyl chloride (17.7 mg, 0.055 mmol) and 5-(3-aminophenyl)tetrazole (8.0 mg, 0.050 mmol). The title compound was obtained in 40% yield (8.9 mg). MS (ESI+) calcd mass for C17H13N5O4S3 447.012966, found 447.013676. Starting materials: Cl (hydrochloric acid), O (Water), trimethylsilyldiazomethane diethyl ether, OC=1C=C(C=C2C=C(NC12)C(=O)O)OC=1C=NC(=CC1)S(=O)(=O)C (7-hydroxy-5-{[6-(methylsulfonyl)pyridin-3-yl]oxy}-1H-indole-2-carboxylic acid), CO (methanol), trimethylsilyldiazomethane diethyl ether. Solvent: C1(=CC=CC=C1)C (toluene). Conditions: temperature 0 celsius, time 30 minute. The product is OC=1C=C(C=C2C=C(NC12)C(=O)OC)OC=1C=NC(=CC1)S(=O)(=O)C (Methyl 7-hydroxy-5-{[6-(methylsulfonyl)pyridin-3-yl]oxy}-1H-indole-2-carboxylate). Isolated yield 74.0%. Reaction SMILES: [OH:1][C:2]1[CH:3]=[C:4]([O:14][C:15]2[CH:16]=[N:17][C:18]([S:21]([CH3:24])(=[O:23])=[O:22])=[CH:19][CH:20]=2)[CH:5]=[C:6]2[C:10]=1[NH:9][C:8]([C:11]([OH:13])=[O:12])=[CH:7]2.Cl.O.[CH3:27]O>C1(C)C=CC=CC=1>[OH:1][C:2]1[CH:3]=[C:4]([O:14][C:15]2[CH:16]=[N:17][C:18]([S:21]([CH3:24])(=[O:23])=[O:22])=[CH:19][CH:20]=2)[CH:5]=[C:6]2[C:10]=1[NH:9][C:8]([C:11]([O:13][CH3:27])=[O:12])=[CH:7]2. Procedure details: To a solution of 7-hydroxy-5-{[6-(methylsulfonyl)pyridin-3-yl]oxy}-1H-indole-2-carboxylic acid (4.7 g) in a mixture of methanol (30 mL) and toluene (90 mL) was added dropwise 2M trimethylsilyldiazomethane diethyl ether solution (7.4 mL) at 0° C. The mixture was stirred at 0° C. for 30 min, and 2M trimethylsilyldiazomethane diethyl ether solution (3.7 mL) was added dropwise to the mixture. After stirring at 0° C. for 30 min, 1M hydrochloric acid (2 mL) was added to the mixture to quench the react... Reactants: O=C([O-])O, COc1ccc(F)cc1-c1nnc(Nc2ccc(Oc3ccnc4cc(C#N)ccc34)cc2)c2ccccc12, [Na+], [Na+], [OH-], O=S(=O)(O)O. The product is COc1ccc(F)cc1-c1nnc(Nc2ccc(Oc3ccnc4cc(C(N)=O)ccc34)cc2)c2ccccc12. RXN SMILES: [C:40]([O-:41])(=[O:42])[OH:43].[F:1][c:2]1[cH:3][cH:4][c:5]([O:38][CH3:39])[c:6](-[c:8]2[n:9][n:10][c:11]([NH:18][c:19]3[cH:20][cH:21][c:22]([O:23][c:24]4[cH:25][cH:26][n:27][c:28]5[cH:29][c:30]([C:34]#[N:35])[cH:31][cH:32][c:33]45)[cH:36][cH:37]3)[c:12]3[cH:13][cH:14][cH:15][cH:16][c:17]23)[cH:7]1.[Na+:44].[Na+:46].[OH-:45].[S:47](=[O:48])(=[O:49])([OH:50])[OH:51]>>[F:1][c:2]1[cH:3][cH:4][c:5]([O:38][CH3:39])[c:6](-[c:8]2[n:9][n:10][c:11]([NH:18][c:19]3[cH:20][cH:21][c:22]([O:23][c:24]4[cH:25][cH:26][n:27][c:28]5[cH:29][c:30]([C:34]([NH2:35])=[O:41])[cH:31][cH:32][c:33]45)[cH:36][cH:37]3)[c:12]3[cH:13][cH:14][cH:15][cH:16][c:17]23)[cH:7]1. Reactants: BrCC(OC)OC (2-bromo-1,1-dimethoxyethane), ice water, C1(CCCCC1)O (Cyclohexanol), [H-].[Na+] (sodium hydride). Solvent: CN1CCCN(C1=O)C (DMPU). Run at temperature 5 celsius, time 30 minute. Product: C1(CCCCC1)OCC(OC)OC (2-cyclohexyloxy-1,1-dimethoxyethane), ( A ). Reaction SMILES: [CH:1]1([OH:7])[CH2:6][CH2:5][CH2:4][CH2:3][CH2:2]1.[H-].[Na+].Br[CH2:11][CH:12]([O:15][CH3:16])[O:13][CH3:14]>CN1C(=O)N(C)CCC1>[CH:1]1([O:7][CH2:11][CH:12]([O:15][CH3:16])[O:13][CH3:14])[CH2:6][CH2:5][CH2:4][CH2:3][CH2:2]1 |f:1.2|. Reported procedure: Cyclohexanol (11.00 g) was added slowly over 2 hours to a stirred suspension of sodium hydride (4.80 g, 50% w/w dispersion in oil) in dry DMPU (100 ml) at 50° C. under argon. The mixture was stirred for an additional 30 minutes, then cooled to 5° C. and treated with 2-bromo-1,1-dimethoxyethane (16.9 g). Stirring was continued for 18 hours at ambient temperature. The mixture was then poured into ice-water (250 ml). The aqueous mixture was extracted with ether (4×100 ml). The combined extracts wer... The reactants are O=C([O-])[O-], CNC, CN(C)C=O, Cl, CC(C)(C)C(=O)Nc1ccc(-c2cc(=O)c3c(NC(=O)C(C)(C)C)c(F)c(COS(C)(=O)=O)c(F)c3o2)cc1F, [K+], [K+], O. Product: CN(C)Cc1c(F)c(NC(=O)C(C)(C)C)c2c(=O)cc(-c3ccc(NC(=O)C(C)(C)C)c(F)c3)oc2c1F. Reaction SMILES: [C:45](=[O:46])([O-:47])[O-:48].[CH3:42][NH:43][CH3:44].[CH3:52][N:53]([CH3:54])[CH:55]=[O:56].[ClH:41].[F:1][c:2]1[c:3]([CH2:35][O:36][S:37]([CH3:38])(=[O:39])=[O:40])[c:4]([F:34])[c:5]2[c:6]([c:7](=[O:25])[cH:8][c:9](-[c:11]3[cH:12][c:13]([F:24])[c:14]([NH:17][C:18]([C:19]([CH3:20])([CH3:21])[CH3:22])=[O:23])[cH:15][cH:16]3)[o:10]2)[c:26]1[NH:27][C:28]([C:29]([CH3:30])([CH3:31])[CH3:32])=[O:33].[K+:49].[K+:50].[OH2:51]>>[F:1][c:2]1[c:3]([CH2:35][N:43]([CH3:42])[CH3:44])[c:4]([F:34])[c:5]2[c:6]([c:7](=[O:25])[cH:8][c:9](-[c:11]3[cH:12][c:13]([F:24])[c:14]([NH:17][C:18]([C:19]([CH3:20])([CH3:21])[CH3:22])=[O:23])[cH:15][cH:16]3)[o:10]2)[c:26]1[NH:27][C:28]([C:29]([CH3:30])([CH3:31])[CH3:32])=[O:33]. The reactants are FC(C1=CC=C(C=C1)N1CC2=C(NC=3C=CC(=CC23)C)CC1)(F)F (2-(4-(trifluoromethyl)phenyl)-2,3,4,5-tetrahydro-8-methyl-1H-pyrido[4,3-b]indole), CC1=NC=C(C=C1)C=C (2-methyl-5-vinylpyridine), [OH-].[K+] (KOH). The solvent is CN1CCCC1=O (NMP). Yields the product FC(C1=CC=C(C=C1)N1CC2=C(N(C=3C=CC(=CC23)C)CCC=2C=NC(=CC2)C)CC1)(F)F (2-(4-(trifluoromethyl)phenyl)-2,3,4,5-tetrahydro-8-methyl-5-(2-(6-methylpyridin-3-yl)ethyl)-1H-pyrido[4,3-b]indole). As a reaction SMILES: [F:1][C:2]([F:24])([F:23])[C:3]1[CH:8]=[CH:7][C:6]([N:9]2[CH2:22][CH2:21][C:12]3[NH:13][C:14]4[CH:15]=[CH:16][C:17]([CH3:20])=[CH:18][C:19]=4[C:11]=3[CH2:10]2)=[CH:5][CH:4]=1.[CH3:25][C:26]1[CH:31]=[CH:30][C:29]([CH:32]=[CH2:33])=[CH:28][N:27]=1.[OH-].[K+]>CN1C(=O)CCC1>[F:24][C:2]([F:1])([F:23])[C:3]1[CH:4]=[CH:5][C:6]([N:9]2[CH2:22][CH2:21][C:12]3[N:13]([CH2:33][CH2:32][C:29]4[CH:28]=[N:27][C:26]([CH3:25])=[CH:31][CH:30]=4)[C:14]4[CH:15]=[CH:16][C:17]([CH3:20])=[CH:18][C:19]=4[C:11]=3[CH2:10]2)=[CH:7][CH:8]=1 |f:2.3|. Procedure details: The title compound is prepared from a mixture of 2-(4-(trifluoromethyl)phenyl)-2,3,4,5-tetrahydro-8-methyl-1H-pyrido[4,3-b]indole, 2-methyl-5-vinylpyridine and KOH (5-7 equiv) in NMP at a temperature ranging between 25 deg C. to 100 deg C. The product obtained is isolated by preparative HPLC. The reactants are solution, N1C(NCC1)=O (imidazolidinone), N1C(NCC1)=O (imidazolidinone), O.C[N+]1(CCOCC1)[O-] (4-methylmorpholine-4-oxide monohydrate), O1CCCC1 (tetrahydrofuran). Run at time 18 hour. Yields the product OC(CN1C(NCC1)=O)CO (3-(2,3-dihydroxypropyl)imidazolidinone). Reagents/catalysts: [Os](=O)(=O)(=O)=O (osmium tetroxide). Procedure details: In the fourth step, a 0.4M solution of osmium tetroxide (0.05 mole for each mole of XI) is added dropwise to a solution in tetrahydrofuran of the intermediate (XI) and 4-methylmorpholine-4-oxide monohydrate (two moles for each mole of intermediate) and the resulting mixture stirred for 16 to 20 hours to obtain the 3-(2,3-dihydroxypropyl)imidazolidinone intermediate (XII) in the reaction mixture which may then be recovered employing conventional procedures. RXN SMILES: [NH:1]1[CH2:5][CH2:4][NH:3][C:2]1=[O:6].O.C[N+]1([O-])CC[O:12]CC1.[O:16]1C[CH2:19][CH2:18][CH2:17]1>[Os](=O)(=O)(=O)=O>[OH:12][CH:18]([CH2:17][OH:16])[CH2:19][N:1]1[CH2:5][CH2:4][NH:3][C:2]1=[O:6] |f:1.2|. Starting materials: ON=C(C1=NC=CN=C1)Cl (N-Hydroxypyrazine-2-carbimidoyl chloride), C(#C)C1=CC(=CC=C1)F (1-ethynyl-3-fluorobenzene), N (NH3). Yields the product FC=1C=C(C=CC1)C1=CC(=NO1)C1=NC=CN=C1 (5-(3-Fluorophenyl)-3-(pyrazin-2-yl)isoxazole). RXN SMILES: [OH:1][N:2]=[C:3](Cl)[C:4]1[CH:9]=[N:8][CH:7]=[CH:6][N:5]=1.[C:11]([C:13]1[CH:18]=[CH:17][CH:16]=[C:15]([F:19])[CH:14]=1)#[CH:12].N>>[F:19][C:15]1[CH:14]=[C:13]([C:11]2[O:1][N:2]=[C:3]([C:4]3[CH:9]=[N:8][CH:7]=[CH:6][N:5]=3)[CH:12]=2)[CH:18]=[CH:17][CH:16]=1. Reported procedure: The titled compound was prepared according to Method CB using the product of Example 83D (79 mg, 0.5 mmol) and 1-ethynyl-3-fluorobenzene (Aldrich, 60 mg, 0.5 mmol). 1H NMR (300 MHz, MeOH-d4) δ 7.19-7.33 (m, 1H), 7.48 (s, 1 H), 7.58 (td, J=8.1, 5.8 Hz, 1H), 7.69 (dt, J=9.6, 2.2 Hz, 1H), 7.77 (dt, J=8.0, 1.1 Hz, 1H), 8.70 (d, J=2.4 Hz, 1H), 8.76 (dd, J=2.4, 1.7 Hz, 1H), 9.29 (d, J=1.4 Hz, 1H) ppm; MS (DCI/NH3) m/z 242 (M+H)+. Reactants: Cl (hydrochloric acid), C[C@](C(=O)NOC1OCCCC1)(CCN1C(C=C(C=C1)\C=C\C1=CC=CC=C1)=O)S(=O)(=O)C ((2R)-2-methyl-2-(methylsulfonyl)-4-{2-oxo-4-[(E)-2-phenylvinyl]pyridin-1(2H)-yl}-N-(tetrahydro-2H-pyran-2-yloxy)butanamide). The solvent is ClCCl.CO (dichloromethane methanol). Reaction conditions: time 4 hour. The product is ONC(C(CCN1C(C=C(C=C1)\C=C\C1=CC=CC=C1)=O)(S(=O)(=O)C)C)=O (N-hydroxy-2-methyl-2-(methylsulfonyl)-4-{2-oxo-4-[(E)-2-phenylvinyl]pyridin-1(2H)-yl}butanamide). The yield is 100.6%. RXN SMILES: Cl.[CH3:2][C@@:3]([S:31]([CH3:34])(=[O:33])=[O:32])([CH2:14][CH2:15][N:16]1[CH:21]=[CH:20][C:19](/[CH:22]=[CH:23]/[C:24]2[CH:29]=[CH:28][CH:27]=[CH:26][CH:25]=2)=[CH:18][C:17]1=[O:30])[C:4]([NH:6][O:7]C1CCCCO1)=[O:5]>ClCCl.CO>[OH:7][NH:6][C:4](=[O:5])[C:3]([CH3:2])([S:31]([CH3:34])(=[O:33])=[O:32])[CH2:14][CH2:15][N:16]1[CH:21]=[CH:20][C:19](/[CH:22]=[CH:23]/[C:24]2[CH:25]=[CH:26][CH:27]=[CH:28][CH:29]=2)=[CH:18][C:17]1=[O:30] |f:2.3|. Procedure details: A solution of hydrochloric acid (2.5 mL, 4.0 M in 1,4-dioxane) was added to a solution of (2R)-2-methyl-2-(methylsulfonyl)-4-{2-oxo-4-[(E)-2-phenylvinyl]pyridin-1(2H)-yl}-N-(tetrahydro-2H-pyran-2-yloxy)butanamide (40 mg, 0.084 mmol) in 5:1 dichloromethane-methanol (2.5 mL) at 0° C. After 4 h, the reaction was concentrated under reduced pressure. The resulting residue was triturated with 1:1 pentane-diethyl ether, filtered, washed with pentane and dried under reduced pressure to provide a light y...